From a dataset of the Open Reaction Database (ORD), a public repository of structured organic reaction records. describe an organic reaction: reactants, conditions, products, and yield Reactants: O[C@]1(C([C@@H](CC1)NC(OCC1=CC=CC=C1)=O)(C)C)C (benzyl (1R,3R)-3-hydroxy-2,2,3-trimethylcyclopentylcarbamate). The reagents and catalysts are [Pd] (palladium on carbon). Run in CO (methanol). Reaction conditions: time 2 hour. Product: N[C@H]1C([C@@](CC1)(O)C)(C)C ((1R,3R)-3-amino-1,2,2-trimethylcyclopentanol). Isolated yield 97.0%. RXN SMILES: [OH:1][C@:2]1([CH3:20])[CH2:6][CH2:5][C@@H:4]([NH:7]C(=O)OCC2C=CC=CC=2)[C:3]1([CH3:19])[CH3:18]>[Pd].CO>[NH2:7][C@@H:4]1[CH2:5][CH2:6][C@@:2]([CH3:20])([OH:1])[C:3]1([CH3:19])[CH3:18]. Procedure: A mixture of benzyl (1R,3R)-3-hydroxy-2,2,3-trimethylcyclopentylcarbamate (900 mg, 3.24 mmol, from Step 1) and 10% palladium on carbon (173 mg) in methanol (15 mL) was stirred under hydrogen at 20 psi for 2 h. The mixture was filtered to remove the catalyst. The filtrate was concentrated to give (1R,3R)-3-amino-1,2,2-trimethylcyclopentanol (450 mg, 97% yield). 1H NMR (400 MHz, methanol-d4) δ ppm 3.11-3.52 (1 H, m), 1.98-2.43 (1 H, m), 1.75-1.93 (1 H, m), 1.56-1.71 (1 H, m), 1.27-1.48 (1 H, m), 1... Reactants: CN1C(=NC(=CC1=O)C1=NC=NC=C1)OC1CCNCC1 (1-methyl-2-(piperidin-4-yloxy)-1H-[4,4′]bipyrimidinyl-6-one), O=CCC1CCN(CC1)C(=O)OC(C)(C)C (tert-butyl 4-(2-oxo-ethyl)piperidine-1-carboxylate), C(C)(=O)O[BH-](OC(C)=O)OC(C)=O.[Na+] (sodium triacetoxyborohydride). Reagents/catalysts: C(C)(=O)O (acetic acid). The solvent is ClCCCl (1,2-dichloroethane). Reaction conditions: time 8 hour. Yields the product CN1C(=NC(=CC1=O)C1=NC=NC=C1)OC1CCN(CC1)CCC1CCN(CC1)C(=O)OC(C)(C)C (tert-butyl 4-{2-[4-(1-methyl-6-oxo-1,6-dihydro-[4,4′]bipyrimidinyl-2-yloxy)piperidin-1-yl]ethyl}piperidine-1-carboxylate). The yield is 67.0%. As a reaction SMILES: [CH3:1][N:2]1[C:7](=[O:8])[CH:6]=[C:5]([C:9]2[CH:14]=[CH:13][N:12]=[CH:11][N:10]=2)[N:4]=[C:3]1[O:15][CH:16]1[CH2:21][CH2:20][NH:19][CH2:18][CH2:17]1.O=[CH:23][CH2:24][CH:25]1[CH2:30][CH2:29][N:28]([C:31]([O:33][C:34]([CH3:37])([CH3:36])[CH3:35])=[O:32])[CH2:27][CH2:26]1.C(O[BH-](OC(=O)C)OC(=O)C)(=O)C.[Na+]>C(O)(=O)C.ClCCCl>[CH3:1][N:2]1[C:7](=[O:8])[CH:6]=[C:5]([C:9]2[CH:14]=[CH:13][N:12]=[CH:11][N:10]=2)[N:4]=[C:3]1[O:15][CH:16]1[CH2:21][CH2:20][N:19]([CH2:23][CH2:24][CH:25]2[CH2:26][CH2:27][N:28]([C:31]([O:33][C:34]([CH3:35])([CH3:37])[CH3:36])=[O:32])[CH2:29][CH2:30]2)[CH2:18][CH2:17]1 |f:2.3|. Reported procedure: To a mixture of 1-methyl-2-(piperidin-4-yloxy)-1H-[4,4′]bipyrimidinyl-6-one (290 mg, 1.0 mmol), tert-butyl 4-(2-oxo-ethyl)piperidine-1-carboxylate (300 mg 1.3 mmol) and acetic acid (one drop) in 1,2-dichloroethane (5.0 ml) was added sodium triacetoxyborohydride (530 mg, 2.5 mmol). The mixture was stirred at room temperature overnight. The mixture was partitioned between water and dichloromethane. The organic layer was washed with brine, dried over sodium sulfate, and concentrated in vacuo. The r...